Dataset: the Open Reaction Database (ORD), a public repository of structured organic reaction records. Task: describe an organic reaction: reactants, conditions, products, and yield The reactants are FC(CO)(F)F (2,2,2-trifluoroethanol), [H-].[Na+] (sodium hydride), O (water), CS(=O)C=1N(C(C2=C(N1)NC(CC2)=O)=O)C2=CC=C(C=C2)OCC(F)(F)F (2-(methylsulfinyl)-3-[4-(2,2,2-trifluoroethoxy)phenyl]-5,6-dihydropyrido[2,3-d]pyrimidine-4,7(3H,8H)-dione). The solvent is O1CCCC1 (tetrahydrofuran). Conditions: time 5 minute. Yields the product FC(COC=1N(C(C2=C(N1)NC(CC2)=O)=O)C2=CC=C(C=C2)OCC(F)(F)F)(F)F (2-(2,2,2-trifluoroethoxy)-3-[4-(2,2,2-trifluoroethoxy)phenyl]-5,6-dihydropyrido[2,3-d]pyrimidine-4,7(3H,8H)-dione). Reaction SMILES: [F:1][C:2]([F:6])([F:5])[CH2:3][OH:4].[H-].[Na+].CS([C:12]1[N:13]([C:24]2[CH:29]=[CH:28][C:27]([O:30][CH2:31][C:32]([F:35])([F:34])[F:33])=[CH:26][CH:25]=2)[C:14](=[O:23])[C:15]2[CH2:21][CH2:20][C:19](=[O:22])[NH:18][C:16]=2[N:17]=1)=O.O>O1CCCC1>[F:1][C:2]([F:6])([F:5])[CH2:3][O:4][C:12]1[N:13]([C:24]2[CH:25]=[CH:26][C:27]([O:30][CH2:31][C:32]([F:35])([F:34])[F:33])=[CH:28][CH:29]=2)[C:14](=[O:23])[C:15]2[CH2:21][CH2:20][C:19](=[O:22])[NH:18][C:16]=2[N:17]=1 |f:1.2|. Procedure details: To a solution of 2,2,2-trifluoroethanol (0.472 mL) in tetrahydrofuran (20 mL) was added sodium hydride (60% in oil, 0.184 g). The reaction mixture was stirred for 5 min, 2-(methylsulfinyl)-3-[4-(2,2,2-trifluoroethoxy)phenyl]-5,6-dihydropyrido[2,3-d]pyrimidine-4,7(3H,8H)-dione (0.88 g) was added thereto, and the mixture was stirred at room temperature for 1 hr. To the reaction mixture was added water, and the mixture was extracted with ethyl acetate. The extract was washed with saturated brine, a...